Dataset: the Open Reaction Database (ORD), a public repository of structured organic reaction records. Task: describe an organic reaction: reactants, conditions, products, and yield The reactants are CO, CCOC(C)=O, CI, [Na], COC(=O)c1ccc(Cn2nc(O)c3ccc([N+](=O)[O-])cc32)c(OC)c1. Yields the product COC(=O)c1ccc(Cn2nc(OC)c3ccc([N+](=O)[O-])cc32)c(OC)c1. RXN SMILES: [CH3:30][OH:31].[CH3:32][CH2:33][O:34][C:35](=[O:36])[CH3:37].[I:28][CH3:29].[Na:27].[OH:1][c:2]1[n:3][n:4]([CH2:14][c:15]2[c:16]([O:25][CH3:26])[cH:17][c:18]([C:19](=[O:20])[O:21][CH3:22])[cH:23][cH:24]2)[c:5]2[cH:6][c:7]([N+:11](=[O:12])[O-:13])[cH:8][cH:9][c:10]12>>[O:1]([c:2]1[n:3][n:4]([CH2:14][c:15]2[c:16]([O:25][CH3:26])[cH:17][c:18]([C:19](=[O:20])[O:21][CH3:22])[cH:23][cH:24]2)[c:5]2[cH:6][c:7]([N+:11](=[O:12])[O-:13])[cH:8][cH:9][c:10]12)[CH3:29]. Starting materials: CCCCCCCO, Cl, Cl, NCC(=O)CCC(=O)O, NCC(=O)CCC(=O)O. Product: Cl, CCCCCCCOC(=O)CCC(=O)CN. Reaction SMILES: [CH2:11]([CH2:12][CH2:13][CH2:14][CH2:15][CH2:16][CH3:17])[OH:18].[ClH:19].[ClH:1].[NH2:20][CH2:21][C:22]([CH2:23][CH2:24][C:25](=[O:26])[OH:27])=[O:28].[NH2:2][CH2:3][C:4]([CH2:5][CH2:6][C:7](=[O:8])[OH:9])=[O:10]>>[ClH:1].[NH2:2][CH2:3][C:4]([CH2:5][CH2:6][C:7](=[O:8])[O:9][CH2:11][CH2:12][CH2:13][CH2:14][CH2:15][CH2:16][CH3:17])=[O:10]. Starting materials: C[Si](C)(C)Cl, Cc1ccccc1, CC#N, NC=O, O=Cc1cccc(Cl)c1F, Cc1ccc(S(=O)O)cc1. Yields the product Cc1ccc(S(=O)(=O)C(NC=O)c2cccc(Cl)c2F)cc1. RXN SMILES: [CH3:21][Si:22]([Cl:23])([CH3:24])[CH3:25].[CH3:29][c:30]1[cH:31][cH:32][cH:33][cH:34][cH:35]1.[CH3:36][C:37]#[N:38].[CH:26](=[O:27])[NH2:28].[Cl:1][c:2]1[c:3]([F:10])[c:4]([CH:5]=[O:6])[cH:7][cH:8][cH:9]1.[c:11]1([CH3:20])[cH:12][cH:13][c:14]([S:17](=[O:18])[OH:19])[cH:15][cH:16]1>>[Cl:1][c:2]1[c:3]([F:10])[c:4]([CH:5]([S:17]([c:14]2[cH:13][cH:12][c:11]([CH3:20])[cH:16][cH:15]2)(=[O:18])=[O:19])[NH:28][CH:26]=[O:27])[cH:7][cH:8][cH:9]1. The reactants are CO, COC(=O)c1ccc(C=C(Cn2cncc2C)c2ccc(F)cc2)cc1-c1ccccc1, [Na+], [OH-]. Yields the product Cc1cncn1CC(=Cc1ccc(C(=O)O)c(-c2ccccc2)c1)c1ccc(F)cc1. Reaction SMILES: [CH3:35][OH:36].[F:1][c:2]1[cH:3][cH:4][c:5]([C:8](=[CH:9][c:10]2[cH:11][c:12](-[c:20]3[cH:21][cH:22][cH:23][cH:24][cH:25]3)[c:13]([C:14](=[O:15])[O:16][CH3:17])[cH:18][cH:19]2)[CH2:26][n:27]2[cH:28][n:29][cH:30][c:31]2[CH3:32])[cH:6][cH:7]1.[Na+:34].[OH-:33]>>[F:1][c:2]1[cH:3][cH:4][c:5]([C:8](=[CH:9][c:10]2[cH:11][c:12](-[c:20]3[cH:21][cH:22][cH:23][cH:24][cH:25]3)[c:13]([C:14](=[O:15])[OH:16])[cH:18][cH:19]2)[CH2:26][n:27]2[cH:28][n:29][cH:30][c:31]2[CH3:32])[cH:6][cH:7]1. Reactants: O (Water), CC1=C(C=CC=C1C)C(C)C=1NC=CN1 (2-[1-(2,3-Dimethylphenyl)ethyl]-1H-imidazole), C([O-])([O-])=O.[K+].[K+] (potassium carbonate), C(C(C)(C)C)(=O)OCCl (chloromethyl pivalate). Run in CN(C=O)C (dimethylformamide). Reaction conditions: time 8 hour. Product: C(C(C)(C)C)(=O)OCN1C(=NC=C1)[C@H](C)C1=C(C(=CC=C1)C)C ({2-[(1R*)1-(2,3-Dimethylphenyl)ethyl]-1H-imidazol-1-yl}methyl pivalate). As a reaction SMILES: [CH3:1][C:2]1[C:7]([CH3:8])=[CH:6][CH:5]=[CH:4][C:3]=1[CH:9]([C:11]1[NH:12][CH:13]=[CH:14][N:15]=1)[CH3:10].C(=O)([O-])[O-].[K+].[K+].[C:22]([O:28][CH2:29]Cl)(=[O:27])[C:23]([CH3:26])([CH3:25])[CH3:24].O>CN(C)C=O>[C:22]([O:28][CH2:29][N:15]1[CH:14]=[CH:13][N:12]=[C:11]1[C@@H:9]([C:3]1[CH:4]=[CH:5][CH:6]=[C:7]([CH3:8])[C:2]=1[CH3:1])[CH3:10])(=[O:27])[C:23]([CH3:26])([CH3:25])[CH3:24] |f:1.2.3|. Procedure details: To a suspension of the compound of Example 1 (120 mg, 0.6 mmol) and potassium carbonate (246 mg, 1.8 mmol) in dimethylformamide (4 ml) was added chloromethyl pivalate (215 μl, 1.5 mmol) and the reaction mixture stirred at room temperature overnight. Water (10 ml) was added and the mixture then extracted with ethyl acetate (2×10 ml). The organic layers were combined, washed with water (10 ml) and brine (10 ml), dried (MgSO4) and concentrated in vacuo. The reactants are C1(CC1)COC1=CC2=C(C=C(O2)[C@@H]2CC[C@H](CC2)OCC(C)N)C=C1 (1-({trans-4-[6-(cyclopropylmethoxy)-1-benzofuran-2-yl]cyclohexyl}oxy)propan-2-amine), C(C)(=O)OC(C)=O (acetic anhydride). The solvent is N1=CC=CC=C1 (pyridine). The product is C1(CC1)COC1=CC2=C(C=C(O2)[C@@H]2CC[C@H](CC2)OCC(C)NC(C)=O)C=C1 (N-[2-({trans-4-[6-(cyclopropylmethoxy)-1-benzofuran-2-yl]cyclohexyl}oxy)-1-methylethyl]acetamide). RXN SMILES: [CH:1]1([CH2:4][O:5][C:6]2[CH:25]=[CH:24][C:9]3[CH:10]=[C:11]([C@H:13]4[CH2:18][CH2:17][C@H:16]([O:19][CH2:20][CH:21]([NH2:23])[CH3:22])[CH2:15][CH2:14]4)[O:12][C:8]=3[CH:7]=2)[CH2:3][CH2:2]1.[C:26](OC(=O)C)(=[O:28])[CH3:27]>N1C=CC=CC=1>[CH:1]1([CH2:4][O:5][C:6]2[CH:25]=[CH:24][C:9]3[CH:10]=[C:11]([C@H:13]4[CH2:18][CH2:17][C@H:16]([O:19][CH2:20][CH:21]([NH:23][C:26](=[O:28])[CH3:27])[CH3:22])[CH2:15][CH2:14]4)[O:12][C:8]=3[CH:7]=2)[CH2:3][CH2:2]1. Procedure: A solution of 1-({trans-4-[6-(cyclopropylmethoxy)-1-benzofuran-2-yl]cyclohexyl}oxy)propan-2-amine (373 mg) and acetic anhydride (0.51 mL) in pyridine (4 mL) was stirred at room temperature for 2 hr. The reaction mixture was concentrated under reduced pressure, and the obtained residue was purified by silica gel chromatography (NH, hexane/ethyl acetate). The obtained residue was recrystallized from ethyl acetate and hexane to give the title compound (265 mg) as white crystals. The reactants are NC1Cc2ccc(C3=NNC(=O)CC3)cc2C1, Cc1ccc(S(=O)(=O)Cl)cc1. Product: Cc1ccc(S(=O)(=O)NC2Cc3ccc(C4=NNC(=O)CC4)cc3C2)cc1. RXN SMILES: [NH2:1][CH:2]1[CH2:3][c:4]2[cH:5][cH:6][c:7]([C:11]3=[N:16][NH:15][C:14](=[O:17])[CH2:13][CH2:12]3)[cH:8][c:9]2[CH2:10]1.[c:18]1([CH3:28])[cH:19][cH:20][c:21]([S:24](=[O:25])(=[O:26])[Cl:27])[cH:22][cH:23]1>>[NH:1]([CH:2]1[CH2:3][c:4]2[cH:5][cH:6][c:7]([C:11]3=[N:16][NH:15][C:14](=[O:17])[CH2:13][CH2:12]3)[cH:8][c:9]2[CH2:10]1)[S:24]([c:21]1[cH:20][cH:19][c:18]([CH3:28])[cH:23][cH:22]1)(=[O:25])=[O:26]. Product: COC(=O)c1cccc(C)c1F. Reaction SMILES: [CH3:17][OH:18].[F:1][c:2]1[c:3]([C:4](=[O:5])[OH:6])[cH:7][cH:8][cH:9][c:10]1[CH3:11].[S:12](=[O:13])(=[O:14])([OH:15])[OH:16]>>[F:1][c:2]1[c:3]([C:4](=[O:5])[O:6][CH3:17])[cH:7][cH:8][cH:9][c:10]1[CH3:11]. Reactants: CO, Cc1cccc(C(=O)O)c1F, O=S(=O)(O)O.